Dataset: the Open Reaction Database (ORD), a public repository of structured organic reaction records. Task: describe an organic reaction: reactants, conditions, products, and yield Reactants: C(C)(=O)C=1C=C2CCCC2=CC1 (5-acetylindane), Cl.NO (hydroxylamine hydrochloride), C(C)(=O)[O-].[K+] (potassium acetate). Run in C(C)O (ethanol), C(C)O (ethanol). Yields the product C(C)(C=1C=C2CCCC2=CC1)=NO (5-acetylindane oxime). Isolated yield 91.5%. RXN SMILES: [C:1]([C:4]1[CH:5]=[C:6]2[C:10](=[CH:11][CH:12]=1)[CH2:9][CH2:8][CH2:7]2)(=O)[CH3:2].Cl.[NH2:14][OH:15].C([O-])(=O)C.[K+]>C(O)C>[C:1](=[N:14][OH:15])([C:4]1[CH:5]=[C:6]2[C:10](=[CH:11][CH:12]=1)[CH2:9][CH2:8][CH2:7]2)[CH3:2] |f:1.2,3.4|. Reported procedure: Anhydrous aluminum trichloride (25 g) is added dropwise to a stirred mixture of acetylchloride (11.8 g), indane (24 g) and dry benzene (100 ml) stirred at 5-8° C. The stirring is continued for 6 hours at this temperature until the evolution of hydrogen chloride is over; then, the mixture is partitioned with ice (200 g) and 6N hydrochloric acid (100 ml), the organic phase is separated, the aqueous phase is extracted with benzene. The organic benzene layers are collected, washed until neutral, dri... Starting materials: N1CCOCC1 (morpholine), N (ammonia), CC1=CC=C2C=3C=CC=C(C3NC2=C1C)C(=O)O (7,8-dimethylcarbazole-1-carboxylic acid), carboxylic acid morpholide. Yields the product CC1=CC=C2C=3C=CC=C(C3NC2=C1C)C(=O)N1CCOCC1 (7,8-dimethylcarbazole-1-carboxylic acid morpholide). The yield is 75.0%. Reaction SMILES: [NH:1]1[CH2:6][CH2:5][O:4][CH2:3][CH2:2]1.N.[CH3:8][C:9]1[C:21]([CH3:22])=[C:20]2[C:12]([C:13]3[CH:14]=[CH:15][CH:16]=[C:17]([C:23](O)=[O:24])[C:18]=3[NH:19]2)=[CH:11][CH:10]=1>>[CH3:8][C:9]1[C:21]([CH3:22])=[C:20]2[C:12]([C:13]3[CH:14]=[CH:15][CH:16]=[C:17]([C:23]([N:1]4[CH2:6][CH2:5][O:4][CH2:3][CH2:2]4)=[O:24])[C:18]=3[NH:19]2)=[CH:11][CH:10]=1. Procedure details: Under the conditions of Example 31, but with the difference that excess morpholine is added to the reaction mixture in place of the ammonia, 7,8-dimethylcarbazole-1-carboxylic acid is converted into the carboxylic acid morpholide. After recrystallization from dioxane - water, 7,8-dimethylcarbazole-1-carboxylic acid morpholide is obtained in a 75% yield, m.p. 183° C. Reactants: ice, C1CCN(CC1)C(=O)/N=N/C(=O)N2CCCCC2 (1,1-(azodicarbonyl) dipiperidine), C(C)(C)(C)OC(NC1=CC(=CC=C1)O)=O ((3-hydroxy-phenyl)-carbamic acid tert-butyl ester), C(C1=CC=CC=C1)OC(=O)N1CCC(CC1)O (4-hydroxy-piperidine-1-carboxylic acid benzyl ester), ice, C(CCC)P(CCCC)CCCC (tributylphosphine). The solvent is C1CCOC1 (THF), C1CCOC1 (THF). Reaction conditions: time 2.5 hour. Product: C(C1=CC=CC=C1)OC(=O)N1CCC(CC1)OC1=CC(=CC=C1)NC(=O)OC(C)(C)C (4-(3-tert-Butoxycarbonylamino-phenoxy)-piperidin-1-yl Carboxylic Acid Benzyl Ester). The yield is 57.9%. Reaction SMILES: C1CCN(C(/N=N/C(N2CCCCC2)=O)=O)CC1.C(P(CCCC)CCCC)CCC.[C:32]([O:36][C:37](=[O:46])[NH:38][C:39]1[CH:44]=[CH:43][CH:42]=[C:41]([OH:45])[CH:40]=1)([CH3:35])([CH3:34])[CH3:33].[CH2:47]([O:54][C:55]([N:57]1[CH2:62][CH2:61][CH:60](O)[CH2:59][CH2:58]1)=[O:56])[C:48]1[CH:53]=[CH:52][CH:51]=[CH:50][CH:49]=1>C1COCC1>[CH2:47]([O:54][C:55]([N:57]1[CH2:62][CH2:61][CH:60]([O:45][C:41]2[CH:42]=[CH:43][CH:44]=[C:39]([NH:38][C:37]([O:36][C:32]([CH3:35])([CH3:33])[CH3:34])=[O:46])[CH:40]=2)[CH2:59][CH2:58]1)=[O:56])[C:48]1[CH:49]=[CH:50][CH:51]=[CH:52][CH:53]=1. Reported procedure: To an ice-cooled solution of 1,1-(azodicarbonyl) dipiperidine (18.08 g, 71.7 mmol) in anhydrous THF (200 mL) is added via syringe tributylphosphine (17.69 mL, 79.7 mmol) and allowed to stir for 2.5 hours. To this ice-cooled mixture is added a solution of (3-hydroxy-phenyl)-carbamic acid tert-butyl ester (10.0 g, 47.8 mmol) and 4-hydroxy-piperidine-1-carboxylic acid benzyl ester (7.23 mL, 47.8 mmol) in anhydrous THF (30 mL) causing a light yellow precipitate to form. The mixture is warmed to room... Reported procedure: Synthesized from (iodoethynyl)cyclopropane and 3-trifluoromethyl-benzylazide using general procedure; 0.589 g, 1.498 mmol, 96%; mp=129-134° C. (dec.); IR (υ[cm−1]) 3087, 3011, 1453, 1325, 1165, 1122, 1074, 777, 701; 1H NMR (600 MHz, CDCl3) δ=7.57-7.56 (m, 2H), 7.45 (t, J=7.7, 1H), 7.39 (d, J=7.7, 1H), 5.57 (s, 2H), 1.78-1.72 (m, 1H), 1.06-1.01 (m, 2H), 0.99-0.93 (m, 2H); 13C NMR (151 MHz, CDCl3) δ=153.8, 135.6, 131.7 (q, J=32.6), 131.4, 129.7, 125.6 (q, J=3.7), 125.0 (q, J=3.9), 124.0 (q, J=272.... Reaction SMILES: [I:1][C:2]#[C:3][CH:4]1[CH2:6][CH2:5]1.[F:7][C:8]([F:20])([F:19])[C:9]1[CH:10]=[C:11]([CH:16]=[CH:17][CH:18]=1)[CH2:12][N:13]=[N+:14]=[N-:15]>>[CH:4]1([C:3]2[N:15]=[N:14][N:13]([CH2:12][C:11]3[CH:16]=[CH:17][CH:18]=[C:9]([C:8]([F:7])([F:20])[F:19])[CH:10]=3)[C:2]=2[I:1])[CH2:6][CH2:5]1. Reactants: IC#CC1CC1 ((iodoethynyl)cyclopropane), FC(C=1C=C(CN=[N+]=[N-])C=CC1)(F)F (3-trifluoromethyl-benzylazide). The product is C1(CC1)C=1N=NN(C1I)CC1=CC(=CC=C1)C(F)(F)F (4-Cyclopropyl-5-iodo-1-(3-(trifluoromethyl)benzyl)-1H-1,2,3-triazole). Reactants: C(C)(=O)OCC (ethyl acetate), C(O)([O-])=O.[Na+] (sodium hydrogen carbonate), [F-].C(CCC)[N+](CCCC)(CCCC)CCCC (tetrabutylammonium fluoride), solution, N1=CC=C(C=C1)C1=CC=C2C(=NN(C2=C1)COCC[Si](C)(C)C)NC(CCC)=O (N-[6-(4-pyridyl)-1-[[2-(trimethylsilyl)ethoxy]methyl]-1H-indazol-3-yl]butanamide). The solvent is O1CCCC1 (tetrahydrofuran), O1CCCC1 (tetrahydrofuran). Run at temperature 67 celsius. Yields the product N1=CC=C(C=C1)C1=CC=C2C(=NNC2=C1)NC(CCC)=O (N-[6-(4-pyridyl)-1H-indazol-3-yl]butanamide). RXN SMILES: [F-].C([N+](CCCC)(CCCC)CCCC)CCC.[N:19]1[CH:24]=[CH:23][C:22]([C:25]2[CH:33]=[C:32]3[C:28]([C:29]([NH:42][C:43](=[O:47])[CH2:44][CH2:45][CH3:46])=[N:30][N:31]3COCC[Si](C)(C)C)=[CH:27][CH:26]=2)=[CH:21][CH:20]=1.C(OCC)(=O)C.C(=O)([O-])O.[Na+]>O1CCCC1>[N:19]1[CH:20]=[CH:21][C:22]([C:25]2[CH:33]=[C:32]3[C:28]([C:29]([NH:42][C:43](=[O:47])[CH2:44][CH2:45][CH3:46])=[N:30][NH:31]3)=[CH:27][CH:26]=2)=[CH:23][CH:24]=1 |f:0.1,4.5|. Procedure: 4.1 cm3 of tetrabutylammonium fluoride as a 1M solution in tetrahydrofuran are added to 280 mg of N-[6-(4-pyridyl)-1-[[2-(trimethylsilyl)ethoxy]methyl]-1H-indazol-3-yl]butanamide, described previously, in 20 cm3 of tetrahydrofuran, the medium is maintained at 67° C. for 17 hours and is then allowed to return to room temperature to add 50 cm3 of ethyl acetate and 50 cm3 of saturated aqueous sodium hydrogen carbonate solution. The organic phase is washed with 50 cm3 of saturated aqueous sodium chl...